From a dataset of the Open Reaction Database (ORD), a public repository of structured organic reaction records. describe an organic reaction: reactants, conditions, products, and yield The reactants are Lithium hexamethyldisilylazide, COC(CC1CCN(CC1)C(=O)OCC1=CC=CC=C1)=O (benzyl 4-(2-methoxy-2-oxoethyl)piperidine-1-carboxylate), BrCC(=C)C1=CC=CC=C1 ([1-(bromomethyl)vinyl]benzene). Run in O1CCCC1 (tetrahydrofuran). Run at time 40 minute. Yields the product COC(=O)C(CC(=C)C1=CC=CC=C1)C1CCN(CC1)C(=O)OCC1=CC=CC=C1 (Benzyl 4-[1-(methoxycarbonyl)-3-phenylbut-3-en-1-yl]piperidine-1-carboxylate). Yield: 77.9%. Reaction SMILES: [CH3:1][O:2][C:3](=[O:21])[CH2:4][CH:5]1[CH2:10][CH2:9][N:8]([C:11]([O:13][CH2:14][C:15]2[CH:20]=[CH:19][CH:18]=[CH:17][CH:16]=2)=[O:12])[CH2:7][CH2:6]1.Br[CH2:23][C:24]([C:26]1[CH:31]=[CH:30][CH:29]=[CH:28][CH:27]=1)=[CH2:25]>O1CCCC1>[CH3:1][O:2][C:3]([CH:4]([CH:5]1[CH2:6][CH2:7][N:8]([C:11]([O:13][CH2:14][C:15]2[CH:20]=[CH:19][CH:18]=[CH:17][CH:16]=2)=[O:12])[CH2:9][CH2:10]1)[CH2:25][C:24]([C:26]1[CH:31]=[CH:30][CH:29]=[CH:28][CH:27]=1)=[CH2:23])=[O:21]. Procedure: Lithium hexamethyldisilylazide (1.0 M in THF; 7.31 mL, 7.31 mmol) was added to solution of benzyl 4-(2-methoxy-2-oxoethyl)piperidine-1-carboxylate (1.94 g, 6.65 mmol) in tetrahydrofuran (35 mL) at −78° C. After 40 min, [1-(bromomethyl)vinyl]benzene (1.08 mL, 7.31 mmol) was added and the reaction mixture was warmed to ambient temperature. After 18 h, the mixture was quenched with saturated aqueous ammonium chloride and extracted with ethyl acetate (2×). The combined organic extracts were dried ov... The reactants are CCn1nc(C)c2c(O)cc(-c3ccccc3)nc21, O=P(Cl)(Cl)Cl. Yields the product CCn1nc(C)c2c(Cl)cc(-c3ccccc3)nc21. Reaction SMILES: [CH2:1]([CH3:2])[n:3]1[n:4][c:5]([CH3:19])[c:6]2[c:7]1[n:8][c:9](-[c:13]1[cH:14][cH:15][cH:16][cH:17][cH:18]1)[cH:10][c:11]2[OH:12].[P:20]([Cl:21])([Cl:22])([Cl:23])=[O:24]>>[CH2:1]([CH3:2])[n:3]1[n:4][c:5]([CH3:19])[c:6]2[c:7]1[n:8][c:9](-[c:13]1[cH:14][cH:15][cH:16][cH:17][cH:18]1)[cH:10][c:11]2[Cl:22]. Reactants: CNC1=CC=CC=C1 (N-methylaniline), C(C)C1=CC(=NC(=N1)Cl)N1CC2=CC=CC=C2CC1 (6-ethyl-4-(1,2,3,4-tetrahydroisoquinoline-2-yl)-2-chloropyrimidine). Solvent: CN(C=O)C (dimethylformamide). Yields the product Cl.C(C)C1=CC(=NC(=N1)N(C)C1=CC=CC=C1)N1CC2=CC=CC=C2CC1 (6-ethyl-2-(N-methylphenylamino)-4-(1,2,3,4-tetrahydroisoquinolin-2-yl)pyrimidine hydrochloride). Yield: 57.4%. As a reaction SMILES: [CH3:1][NH:2][C:3]1[CH:8]=[CH:7][CH:6]=[CH:5][CH:4]=1.[CH2:9]([C:11]1[N:16]=[C:15]([Cl:17])[N:14]=[C:13]([N:18]2[CH2:27][CH2:26][C:25]3[C:20](=[CH:21][CH:22]=[CH:23][CH:24]=3)[CH2:19]2)[CH:12]=1)[CH3:10]>CN(C)C=O>[ClH:17].[CH2:9]([C:11]1[N:16]=[C:15]([N:2]([C:3]2[CH:8]=[CH:7][CH:6]=[CH:5][CH:4]=2)[CH3:1])[N:14]=[C:13]([N:18]2[CH2:27][CH2:26][C:25]3[C:20](=[CH:21][CH:22]=[CH:23][CH:24]=3)[CH2:19]2)[CH:12]=1)[CH3:10] |f:3.4|. Reported procedure: After N-methylaniline(0.54 ml, 5.15 mmol) was added to a mixture solution of 6-ethyl-4-(1,2,3,4-tetrahydroisoquinoline-2-yl)-2-chloropyrimidine(0.7 g, 2.56 mmol) and dimethylformamide(5 ml), 0.56 g of the titled compound was obtained in accordance with the same procedure as in Step 2 of Example 1. Reactants: ClC1=CC=C(C(=O)OC)C=C1 (Methyl 4-chlorobenzoate), C[Si](C)(C)[N-][Si](C)(C)C.[Li+] (Lithium bis(trimethylsilyl)amide), C1CCOC1 (THF), CC1=NC=NC=C1 (4-methylpyrimidine). Yields the product ClC1=CC=C(C=C1)C(CC1=NC=NC=C1)=O (1-(4-chlorophenyl)-2-(4-pyrimidyl)ethanone). Reaction SMILES: C[Si]([N-][Si](C)(C)C)(C)C.[Li+].C1COCC1.[CH3:16][C:17]1[CH:22]=[CH:21][N:20]=[CH:19][N:18]=1.[Cl:23][C:24]1[CH:33]=[CH:32][C:27]([C:28](OC)=[O:29])=[CH:26][CH:25]=1>>[Cl:23][C:24]1[CH:33]=[CH:32][C:27]([C:28](=[O:29])[CH2:16][C:17]2[CH:22]=[CH:21][N:20]=[CH:19][N:18]=2)=[CH:26][CH:25]=1 |f:0.1|. Reported procedure: Lithium bis(trimethylsilyl)amide 1.0 M in THF (4.25 L, 4.25 mol) was cooled to −70° C. with stirring under nitrogen. 4-methylpyrimidine (250 g, 2.66 mol) was added followed by Methyl 4-chlorobenzoate (453.2 g, 2.66 mol). The cooling bath was removed and the mixture was allowed to warm to room temperature and stir for 16 h. Water (3 L) and ethyl acetate (3 L) were added followed by acetic acid (200 mL). The layers were separated and the organic layer was washed with brine and dried over magnesium... Starting materials: C(C)OC(NC1=CC=C(C=C1)O)=O ((4-hydroxyphenyl)carbamic acid ethyl ester), BrCCCCl (1-bromo-3-chloropropane), C([O-])([O-])=O.[K+].[K+] (potassium carbonate). Solvent: CC(=O)C (acetone). The product is C(C)OC(NC1=CC=C(C=C1)OCCCCl)=O (N-[4-(3-Chloropropoxy)phenyl]carbamic acid ethyl ester). Isolated yield 83.0%. RXN SMILES: [CH2:1]([O:3][C:4](=[O:13])[NH:5][C:6]1[CH:11]=[CH:10][C:9]([OH:12])=[CH:8][CH:7]=1)[CH3:2].Br[CH2:15][CH2:16][CH2:17][Cl:18].C(=O)([O-])[O-].[K+].[K+]>CC(C)=O>[CH2:1]([O:3][C:4](=[O:13])[NH:5][C:6]1[CH:11]=[CH:10][C:9]([O:12][CH2:15][CH2:16][CH2:17][Cl:18])=[CH:8][CH:7]=1)[CH3:2] |f:2.3.4|. Procedure: A mixture of 6.6 g (0.036 mole) of (4-hydroxyphenyl)carbamic acid ethyl ester, 11.5 g (0.072 mole) of 1-bromo-3-chloropropane, 13.8 g (0.10 mole) of anhydrous potassium carbonate and 150 ml of acetone was heated at reflux for 21 hr. The mixture was cooled and filtered. The filtrate was concentrated under reduced pressure to give a solid residue. The solid was triturated with petroleum ether (30°-60° C.) collected by filtration and recrystallized from isopropanol to yield 7.7 g (83%) of white sol...